Dataset: the Open Reaction Database (ORD), a public repository of structured organic reaction records. Task: describe an organic reaction: reactants, conditions, products, and yield Starting materials: ClS(=O)(=O)O (chlorosulfonic acid), C1(CCCC1)CCC=1OC(=CN1)C1=CC=CC=C1 (2-(2-Cyclopentylethyl)-5-Phenyloxazole), [Cl-].[Na+] (sodium chloride). Reaction conditions: temperature 50 celsius, time 2 hour. Product: C1(CCCC1)CCC=1OC(=CN1)C1=CC=C(C=C1)S(=O)(=O)Cl (4-[2-(2-Cyclopentylethyl)Oxazol-5-Yl]Benzenesulfonyl Chloride). Yield: 76.9%. RXN SMILES: [Cl:1][S:2]([OH:5])(=O)=[O:3].[CH:6]1([CH2:11][CH2:12][C:13]2[O:14][C:15]([C:18]3[CH:23]=[CH:22][CH:21]=[CH:20][CH:19]=3)=[CH:16][N:17]=2)[CH2:10][CH2:9][CH2:8][CH2:7]1.[Cl-].[Na+]>>[CH:6]1([CH2:11][CH2:12][C:13]2[O:14][C:15]([C:18]3[CH:23]=[CH:22][C:21]([S:2]([Cl:1])(=[O:5])=[O:3])=[CH:20][CH:19]=3)=[CH:16][N:17]=2)[CH2:10][CH2:9][CH2:8][CH2:7]1 |f:2.3|. Procedure: Neat chlorosulfonic acid (2 mL) was added to 2-(2-cyclopentylethyl)-5-phenyloxazole from Step B (500 mg, 2.07 mmol) at room temperature under nitrogen with stirring. To this brown solution was added sodium chloride (100 mg) in portions and then the mixture was heated at 50° C. in an oil bath. After 2 h at 50° C., the mixture was poured onto ice-water and extracted with ethyl acetate (3×10 mL). The combined organics were washed with saturated aqueous sodium bicarbonate solution, water, and brine,... Reactants: CSc1nnc2n1C=Cc1ccccc1C2, CC(=O)O, [Na+], [Na+], OO, O=S(=O)(O)O, O=S([O-])[O-]. The product is CS(=O)c1nnc2n1C=Cc1ccccc1C2. As a reaction SMILES: [CH3:1][S:2][c:3]1[n:4][n:5][c:6]2[n:12]1[CH:11]=[CH:10][c:9]1[c:8]([cH:16][cH:15][cH:14][cH:13]1)[CH2:7]2.[CH3:30][C:31](=[O:32])[OH:33].[Na+:28].[Na+:29].[OH:22][OH:23].[S:17]([OH:18])(=[O:19])(=[O:20])[OH:21].[S:24]([O-:25])([O-:26])=[O:27]>>[CH3:1][S:2]([c:3]1[n:4][n:5][c:6]2[n:12]1[CH:11]=[CH:10][c:9]1[c:8]([cH:16][cH:15][cH:14][cH:13]1)[CH2:7]2)=[O:18]. Starting materials: CCCCC[C@@H](CC[C@@H]1[C@H]2CC3=CC=CC(=C3C[C@H]2C[C@H]1O)OCC(=O)O)O (Treprostinil), C(C)O (ethanol), O (water), N(CCO)CCO (diethanolamine). The solvent is CC(=O)C (acetone). The product is CCCCC[C@@H](CC[C@H]1[C@@H](C[C@H]2[C@@H]1CC3=C(C2)C(=CC=C3)OCC(=O)O)O)O.C(CO)NCCO (Treprostinil Diethanolamine). As a reaction SMILES: [CH3:1][CH2:2][CH2:3][CH2:4][CH2:5][C@H:6]([OH:28])[CH2:7][CH2:8][C@H:9]1[C@H:21]([OH:22])[CH2:20][C@H:19]2[C@@H:10]1[CH2:11][C:12]1[C:17]([CH2:18]2)=[C:16]([O:23][CH2:24][C:25]([OH:27])=[O:26])[CH:15]=[CH:14][CH:13]=1.C(O)C.O.[NH:33]([CH2:37][CH2:38][OH:39])[CH2:34][CH2:35][OH:36]>CC(C)=O>[CH3:1][CH2:2][CH2:3][CH2:4][CH2:5][C@H:6]([OH:28])[CH2:7][CH2:8][C@@H:9]1[C@H:10]2[CH2:11][C:12]3[CH:13]=[CH:14][CH:15]=[C:16]([O:23][CH2:24][C:25]([OH:27])=[O:26])[C:17]=3[CH2:18][C@H:19]2[CH2:20][C@H:21]1[OH:22].[CH2:34]([NH:33][CH2:37][CH2:38][OH:39])[CH2:35][OH:36] |f:5.6|. Procedure: Treprostinil acid is dissolved in a 1:1 molar ratio mixture of ethanol:water and diethanolamine is added and dissolved. The solution is heated and acetone is added as an antisolvent during cooling. The reactants are CC(C)(C)OC(=O)N(CCC(=O)NOCc1ccccc1)C(CO)CCc1ccccc1, CC(C)(C)OC(=O)N1CCC(=O)N(OCc2ccccc2)CC1CCc1ccccc1, NC(CO)CCc1ccccc1. Product: CC(C)(C)OC(=O)N1CCC(=O)NCC1CCc1ccccc1. RXN SMILES: [C:13]([CH3:14])([CH3:15])([CH3:16])[O:17][C:18]([N:19]([CH:20]([CH2:21][OH:42])[CH2:23][CH2:24][c:25]1[cH:26][cH:27][cH:28][cH:29][cH:30]1)[CH2:31][CH2:32][C:33]([NH:34][O:22][CH2:35][c:36]1[cH:37][cH:38][cH:39][cH:40][cH:41]1)=[O:43])=[O:44].[C:45]([O:46][C:47]([N:48]1[CH2:49][CH2:50][C:51](=[O:52])[N:53]([O:54][CH2:55][c:56]2[cH:57][cH:58][cH:59][cH:60][cH:61]2)[CH2:62][CH:63]1[CH2:64][CH2:65][c:66]1[cH:67][cH:68][cH:69][cH:70][cH:71]1)=[O:72])([CH3:73])([CH3:74])[CH3:75].[NH2:1][CH:2]([CH2:3][CH2:4][c:5]1[cH:6][cH:7][cH:8][cH:9][cH:10]1)[CH2:11][OH:12]>>[C:13]([CH3:14])([CH3:15])([CH3:16])[O:17][C:18]([N:19]1[CH:20]([CH2:23][CH2:24][c:25]2[cH:26][cH:27][cH:28][cH:29][cH:30]2)[CH2:21][NH:34][C:33](=[O:43])[CH2:32][CH2:31]1)=[O:44]. Procedure: 23.5 g (0.198 mol) of thionyl chloride are introduced slowly into a 2 1 three-necked round-bottomed flask containing 772 ml of ethanol cooled to −40° C., with stirring, the stirring is continued at this temperature for 1 h, 38.6 g (0.198 mol) of 8-amino-2,3-dihydro-1,4-benzodioxine-5-carboxylic acid dissolved in 100 ml of ethanol are added slowly, over 15 min, and the mixture is allowed to warm to room temperature overnight. Reaction SMILES: S(Cl)(Cl)=O.[NH2:5][C:6]1[C:11]2[O:12][CH2:13][CH2:14][O:15][C:10]=2[C:9]([C:16]([OH:18])=[O:17])=[CH:8][CH:7]=1.[CH2:19](O)[CH3:20]>>[NH2:5][C:6]1[C:11]2[O:12][CH2:13][CH2:14][O:15][C:10]=2[C:9]([C:16]([O:18][CH2:19][CH3:20])=[O:17])=[CH:8][CH:7]=1. The reactants are S(=O)(Cl)Cl (thionyl chloride), C(C)O (ethanol), NC1=CC=C(C2=C1OCCO2)C(=O)O (8-amino-2,3-dihydro-1,4-benzodioxine-5-carboxylic acid), C(C)O (ethanol). Conditions: temperature -40 celsius, time 1 hour. The product is NC1=CC=C(C2=C1OCCO2)C(=O)OCC (Ethyl 8-amino-2,3-dihydro-1,4-benzodioxine-5-carboxylate). Reactants: BrC=1C(=NC=C(C(=O)NC2=CC=C(C=C2)OC(F)(F)F)C1)N(C)CCO (5-bromo-6-((2-hydroxyethyl)(methyl)amino)-N-(4-(trifluoromethoxy)phenyl)nicotinamide), CC1(OB(OC1(C)C)C=1C=NC=C(C#N)C1)C (5-(4,4,5,5-tetramethyl-1,3,2-dioxaborolan-2-yl)nicotinonitrile). The product is C(#N)C=1C=C(C=NC1)C=1C(=NC=C(C1)C(=O)NC1=CC=C(C=C1)OC(F)(F)F)N(C)CCO (5′-Cyano-2-((2-hydroxyethyl)(methyl)amino)-N-(4-(trifluoromethoxy)phenyl)-[3,3′-bipyridine]-5-carboxamide). RXN SMILES: Br[C:2]1[C:3]([N:22]([CH2:24][CH2:25][OH:26])[CH3:23])=[N:4][CH:5]=[C:6]([CH:21]=1)[C:7]([NH:9][C:10]1[CH:15]=[CH:14][C:13]([O:16][C:17]([F:20])([F:19])[F:18])=[CH:12][CH:11]=1)=[O:8].CC1(C)C(C)(C)OB([C:35]2[CH:36]=[N:37][CH:38]=[C:39]([CH:42]=2)[C:40]#[N:41])O1>>[C:40]([C:39]1[CH:42]=[C:35]([C:2]2[C:3]([N:22]([CH2:24][CH2:25][OH:26])[CH3:23])=[N:4][CH:5]=[C:6]([C:7]([NH:9][C:10]3[CH:15]=[CH:14][C:13]([O:16][C:17]([F:20])([F:19])[F:18])=[CH:12][CH:11]=3)=[O:8])[CH:21]=2)[CH:36]=[N:37][CH:38]=1)#[N:41]. Procedure details: The title compound was prepared in an analogous fashion to that described in Example 151 using 5-bromo-6-((2-hydroxyethyl)(methyl)amino)-N-(4-(trifluoromethoxy)phenyl)nicotinamide (Stage 151.1) and 5-(4,4,5,5-tetramethyl-1,3,2-dioxaborolan-2-yl)nicotinonitrile to afford a yellow wax. UPLC-MS (Condition 3) tR=1.02 min, m/z=458.3 [M+H]+, m/z=456.3 [M−H]−; 1H-NMR (400 MHz, DMSO-d6) δ ppm 2.69 (s, 3H) 3.47 (t, J=5.38 Hz, 2H) 3.56 (t, J=6.11 Hz, 2H) 4.34-4.84 (m, 1H) 7.36 (d, J=8.31 Hz, 2H) 7.79-7.90...